From a dataset of the Open Reaction Database (ORD), a public repository of structured organic reaction records. describe an organic reaction: reactants, conditions, products, and yield The reactants are ClCC(C)Cl (1,2-dichloropropane), ClCC(CCl)Cl (1,2,3-trichloropropane), C(Cl)C1CO1 (epichlorohydrin), CC(C=O)=CCC (2-methyl-2-pentenal). Yields the product C=CCCCCCCCCCC (1-dodecene). Reaction SMILES: Cl[CH2:2][CH:3](Cl)[CH3:4].[CH2:6]([CH:8]1O[CH2:9]1)Cl.C[C:12](=[CH:15][CH2:16][CH3:17])[CH:13]=O.Cl[CH2:19]C(Cl)CCl>>[CH2:4]=[CH:3][CH2:2][CH2:6][CH2:8][CH2:9][CH2:19][CH2:13][CH2:12][CH2:15][CH2:16][CH3:17]. Reported procedure: Further downstream, Column 2 separates the lighter boiling impurities—1,2-dichloropropane, epichlorohydrin, 2-methyl-2-pentenal, 1,2,3-trichloropropane—in the overheads and obtains 1-dodecene and DCP at the bottom. Column 2, consisting of 30 equilibrium contacting stages or trays is operated at a design specification of 99.5 percent recovery of the incoming 1-dodecene in the bottoms and 99.5 percent recovery of 1,2,3-trichloropropane in overheads. This requires a reflux ratio (mass) of about 12.... Reactants: ClC1=CC=2C3=C(N(C2C=C1)CC(=O)O)CCN(C3)C (2-(8-chloro-1,2,3,4-tetrahydro-2-methylpyrido[4,3-b]indol-5-yl)acetic acid), C(C(=O)Cl)(=O)Cl (oxalyl chloride), CC1NCCCC1 (2-methylpiperidine). Reagents/catalysts: CN(C)C=1C=CN=CC1 (DMAP). Run in ClCCl (dichloromethane), ClCCl (dichloromethane). Run at time 3 hour. Yields the product ClC1=CC=2C3=C(N(C2C=C1)CC(=O)N1C(CCCC1)C)CCN(C3)C (2-(8-chloro-1,2,3,4-tetrahydro-2-methylpyrido[4,3-b]indol-5-yl)-1-(2-methylpiperidin-1-yl)ethanone). The yield is 19.4%. RXN SMILES: [Cl:1][C:2]1[CH:10]=[CH:9][C:8]2[N:7]([CH2:11][C:12]([OH:14])=O)[C:6]3[CH2:15][CH2:16][N:17]([CH3:19])[CH2:18][C:5]=3[C:4]=2[CH:3]=1.C(Cl)(=O)C(Cl)=O.[CH3:26][CH:27]1[CH2:32][CH2:31][CH2:30][CH2:29][NH:28]1>ClCCl.CN(C1C=CN=CC=1)C>[Cl:1][C:2]1[CH:10]=[CH:9][C:8]2[N:7]([CH2:11][C:12]([N:28]3[CH2:29][CH2:30][CH2:31][CH2:32][CH:27]3[CH3:26])=[O:14])[C:6]3[CH2:15][CH2:16][N:17]([CH3:19])[CH2:18][C:5]=3[C:4]=2[CH:3]=1. Reported procedure: A mixture of 2-(8-chloro-1,2,3,4-tetrahydro-2-methylpyrido[4,3-b]indol-5-yl)acetic acid (125 mg, 0.45 mmol) and oxalyl chloride (2 ml) in dichloromethane (6.0 ml) was stirred at 25 deg C. for 3 h. After completion of the reaction (monitored by TLC), the reaction mixture was concentrated to dryness. To the resulting crude dichloromethane (6.0 ml) and DMAP (64 mg, 0.52 mmol) was added followed by addition of 2-methylpiperidine (43 mg, 0.43 mmol). The resulting mixture was stirred at 25 deg C. for ... Starting materials: C(#N)C1=CC=C(C(=O)O)C=C1 (4-cyanobenzoic acid), Cl.CN(CCCN=C=NCC)C (1-(3-dimethylaminopropyl)-3-ethylcarbodiimide hydrochloride), ON1N=NC2=C1C=CC=C2 (1-hydroxybenzotriazole), C(#N)C=1C=C(OC[C@@H](CC2=CC=C(C=C2)I)NC(OC(C)(C)C)=O)C=CC1 (t-butyl [(1R)-2-(3-cyanophenoxy)-1-(4-iodobenzyl)ethyl]carbamate). Solvent: C(C)N(CC)CC (triethylamine), O (water), Cl.O1CCOCC1 (dioxane hydrochloride), O1CCOCC1 (dioxane). Reaction conditions: time 16 hour. Product: C(#N)C=1C=C(OC[C@@H](CC2=CC=C(C=C2)I)NC(C2=CC=C(C=C2)C#N)=O)C=CC1 (N-[(1R)-2-(3-cyanophenoxy)-1-(4-iodobenzyl)ethyl]-4-cyanobenzamide). As a reaction SMILES: [C:1]([C:3]1[CH:4]=[C:5]([CH:25]=[CH:26][CH:27]=1)[O:6][CH2:7][C@H:8]([NH:17][C:18](=[O:24])OC(C)(C)C)[CH2:9][C:10]1[CH:15]=[CH:14][C:13]([I:16])=[CH:12][CH:11]=1)#[N:2].[C:28]([C:30]1[CH:38]=[CH:37][C:33](C(O)=O)=[CH:32][CH:31]=1)#[N:29].Cl.CN(C)CCCN=C=NCC.ON1C2C=CC=CC=2N=N1>Cl.O1CCOCC1.O1CCOCC1.O.C(N(CC)CC)C>[C:1]([C:3]1[CH:4]=[C:5]([CH:25]=[CH:26][CH:27]=1)[O:6][CH2:7][C@H:8]([NH:17][C:18](=[O:24])[C:33]1[CH:37]=[CH:38][C:30]([C:28]#[N:29])=[CH:31][CH:32]=1)[CH2:9][C:10]1[CH:11]=[CH:12][C:13]([I:16])=[CH:14][CH:15]=1)#[N:2] |f:2.3,5.6|. Procedure: 1.44 g (3.01 mmol) of t-butyl [(1R)-2-(3-cyanophenoxy)-1-(4-iodobenzyl)ethyl]carbamate was dissolved in 5 ml of 4 N dioxane hydrochloride and 2.5 ml of dioxane, and the solution was stirred for 15 hours. The solvent was evaporated under reduced pressure, and the residue was dissolved in 10 ml of dichloromethane. 488 mg (3.3 mmol) of 4-cyanobenzoic acid 1.3 ml (9.3 mmol) of triethylamine, 633 mg (1.5 mmol) of 1-(3-dimethylaminopropyl)-3-ethylcarbodiimide hydrochloride and 445 mg (3.3 mmol) of 1-h... The reactants are CI, CCOC(C)=O, COC(=O)c1cccc2c1OCCN2, [K+], [K+], O=C([O-])[O-], CN(C)C=O, O. The product is COC(=O)c1cccc2c1OCCN2C. RXN SMILES: [CH3:21][I:22].[CH3:29][CH2:30][O:31][C:32]([CH3:33])=[O:34].[CH3:7][O:8][C:9](=[O:10])[c:11]1[cH:12][cH:13][cH:14][c:15]2[c:20]1[O:19][CH2:18][CH2:17][NH:16]2.[K+:1].[K+:2].[O-:3][C:4]([O-:5])=[O:6].[O:24]=[CH:25][N:26]([CH3:27])[CH3:28].[OH2:23]>>[CH3:4][N:16]1[c:15]2[cH:14][cH:13][cH:12][c:11]([C:9]([O:8][CH3:7])=[O:10])[c:20]2[O:19][CH2:18][CH2:17]1. Reactants: [N+](=O)([O-])C1=C(N)C=C(C=C1)C1=CC=C(C=C1)C(=O)OC (2-Nitro-5-(4-methoxycarbonylphenyl)aniline), [H-].[Na+] (NaH), COC1=CC=C(C(=O)Cl)C=C1 (4-methoxybenzoyl chloride). Solvent: N1=CC=CC=C1 (pyridine), CN(C)C=O (DMF). Run at time 48 hour. Yields the product [N+](=O)([O-])C1=C(C=C(C=C1)C1=CC=C(C=C1)C(=O)OC)NC(C1=CC=C(C=C1)OC)=O (N-(2-Nitro-5-(4-methoxycarbonylphenyl)phenyl)-4-methoxybenzamide). Yield: 65.3%. Reaction SMILES: [N+:1]([C:4]1[CH:10]=[CH:9][C:8]([C:11]2[CH:16]=[CH:15][C:14]([C:17]([O:19][CH3:20])=[O:18])=[CH:13][CH:12]=2)=[CH:7][C:5]=1[NH2:6])([O-:3])=[O:2].[H-].[Na+].[CH3:23][O:24][C:25]1[CH:33]=[CH:32][C:28]([C:29](Cl)=[O:30])=[CH:27][CH:26]=1>N1C=CC=CC=1.CN(C=O)C>[N+:1]([C:4]1[CH:10]=[CH:9][C:8]([C:11]2[CH:12]=[CH:13][C:14]([C:17]([O:19][CH3:20])=[O:18])=[CH:15][CH:16]=2)=[CH:7][C:5]=1[NH:6][C:29](=[O:30])[C:28]1[CH:32]=[CH:33][C:25]([O:24][CH3:23])=[CH:26][CH:27]=1)([O-:3])=[O:2] |f:1.2|. Reported procedure: A suspension of 102 (599 mg, 2.20 mmol), NaH 60% (141 mg, 3.52 mmol) and 4-methoxybenzoyl chloride (450 mg, 2.64 mmol) in pyridine (5 ml) and DMF (12 ml) was stirred at room temperature during 48 h. The solid was filtered out and rinsed with MeOH to give 584 mg (82%) of the title compound 103 as a yellow solid. 1H NMR: (400 MHz, DMSO) δ (ppm): 10.72 (s, 1H), 8.13-8.08 (m, 3H), 7.96 (d, J=8.8 Hz, 2H), 7.90 (d, J=8.6 Hz, 2H), 7.74 (dd, J=8.6, 2.2 Hz, 1H), 7.11 (d, J=8.8 Hz, 1H), 3.89 (s, 3H), 3.86... Starting materials: CC=1NC2=CC=CC=C2C1 (2-methylindole), C(C(=O)Cl)(=O)Cl (oxalyl chloride), CC=1NC2=CC=CC=C2C1C(C(=O)Cl)=O (2-methylindolylglyoxylyl chloride). Run in C(C)OCC (diethyl ether), C(C)OCC (diethyl ether). Product: methyl ester, CC=1NC2=CC=CC=C2C1C(C(=O)O)=O (2-methylindol-3-ylglyoxylic acid). RXN SMILES: CC1NC2C(C=1)=CC=CC=2.C(Cl)(=O)C(Cl)=[O:13].[CH3:17][C:18]1[NH:19][C:20]2[C:25]([C:26]=1[C:27](=[O:31])[C:28](Cl)=[O:29])=[CH:24][CH:23]=[CH:22][CH:21]=2>C(OCC)C>[CH3:17][C:18]1[NH:19][C:20]2[C:25]([C:26]=1[C:27](=[O:31])[C:28]([OH:13])=[O:29])=[CH:24][CH:23]=[CH:22][CH:21]=2. Procedure: A solution of 2-methylindole (32.8) in diethyl ether (300 ml.) was added at 30° to oxalyl chloride (35.0g.) diluted with diethyl ether (200 ml.). After stirring for 1 hour the precipitate of 2-methylindolylglyoxylyl chloride was collected by filtration and treated with methanol (300 ml.) to give the methyl ester of 2-methylindol-3-ylglyoxylic acid (30.0 g.) as a red powder m.p. 180°-183°. The reactants are [N+](=O)([O-])C=1C=C2C(=C(NC2=CC1)[Si](C)(C)C)CCO[Si](C)(C)C(C)(C)C (5-nitro-2-trimethylsilyl-3-(2-t-butyldimethylsiloxyethyl)indole), C(=O)([O-])[O-].[Na+].[Na+] (Na2CO3). Run in C(C)#N (acetonitrile). Reaction conditions: time 1 hour. The product is SiO2 hexane ethyl acetate, [N+](=O)([O-])C=1C=C2C(=CNC2=CC1)CCO (5-Nitro-3-(2-hydroxyethyl)indole). Isolated yield 57.2%. Reaction SMILES: [N+:1]([C:4]1[CH:5]=[C:6]2[C:10](=[CH:11][CH:12]=1)[NH:9][C:8]([Si](C)(C)C)=[C:7]2[CH2:17][CH2:18][O:19][Si](C(C)(C)C)(C)C)([O-:3])=[O:2].C([O-])([O-])=O.[Na+].[Na+]>C(#N)C>[N+:1]([C:4]1[CH:5]=[C:6]2[C:10](=[CH:11][CH:12]=1)[NH:9][CH:8]=[C:7]2[CH2:17][CH2:18][OH:19])([O-:3])=[O:2] |f:1.2.3|. Reported procedure: To a solution of 5-nitro-2-trimethylsilyl-3-(2-t-butyldimethylsiloxyethyl)indole (7.30 g, 0.019 mol) in 125 mL of acetonitrile was added 48% HF (3.0 mL, 0.084 mol) and the mixture was stirred at room temperature for 1 h. Another 2.5 mL (0.07 mol) of 48% HF was added and stirring was continued for 18 h. The mixture was then cautiously basified with saturated aqueous Na2CO3 and extracted with ethyl acetate. The organic extract was washed (brine), dried (Na2SO4) and evaporated to give a gum. This m... Reactants: [Li]CCCC (n-BuLi), C(C=C)N([C@H](C)C1=CC=C(C=C1)Br)CC=C ((R)-diallyl-[1-(4-bromo-phenyl)-ethyl]-amine), CC(=O)C (acetone). The solvent is hexanes, C1CCOC1 (THF). Conditions: temperature -78 celsius. The product is C(C=C)N([C@H](C)C1=CC=C(C=C1)C(C)(C)O)CC=C ((R)-2-[4-(1-Diallylamino-ethyl)-phenyl]-propan-2-ol). Isolated yield 64.0%. As a reaction SMILES: [CH2:1]([N:4]([CH2:14][CH:15]=[CH2:16])[C@@H:5]([C:7]1[CH:12]=[CH:11][C:10](Br)=[CH:9][CH:8]=1)[CH3:6])[CH:2]=[CH2:3].[Li]CCCC.[CH3:22][C:23]([CH3:25])=[O:24]>C1COCC1>[CH2:1]([N:4]([CH2:14][CH:15]=[CH2:16])[C@@H:5]([C:7]1[CH:12]=[CH:11][C:10]([C:23]([OH:24])([CH3:25])[CH3:22])=[CH:9][CH:8]=1)[CH3:6])[CH:2]=[CH2:3]. Procedure: 2.76 g (9.9 mmol) (R)-diallyl-[1-(4-bromo-phenyl)-ethyl]-amine was dissolved in 30 ml THF (dry) under N2 atmosphere. The mixture was then cooled to −78° C. and 5.0 ml (12 mmol) of 2.5M n-BuLi in hexanes was added drop-wise. The mixture was then cooled to −90° C. and acetone was added, while stirring continued at −90° C. for 10 m. The mixture was then allowed to warm to room temperature and the reaction was thereafter quenched with MeOH. Water was then added and the resulting mixture was extracte... Starting materials: O=C1NC(CCC1N1C(C2=CC=C(C=C2C1)CNC(NC=1C=CC(=C(OC(CN2CCN(CC2)C(=O)OC(C)(C)C)=O)C1)C)=O)=O)=O (tert-butyl 4-(2-(5-(3-((2-(2,6-dioxopiperidin-3-yl)-1-oxoisoindolin-5-yl)methyl)ureido)-2-methylphenoxy)-2-oxoethyl)piperazine-1-carboxylate), Cl (HCl). Run in C(Cl)Cl (methylene chloride), CCOCC (ether). Reaction conditions: time 24 hour. Yields the product Cl.NCC(=O)OC1=C(C=CC(=C1)NC(=O)NCC=1C=C2CN(C(C2=CC1)=O)C1C(NC(CC1)=O)=O)C (5-(3-((2-(2,6-Dioxopiperidin-3-yl)-1-oxoisoindolin-5-yl)methyl)ureido)-2-methylphenyl 2-aminoacetate hydrochloride). RXN SMILES: [O:1]=[C:2]1[CH:7]([N:8]2[CH2:16][C:15]3[C:10](=[CH:11][CH:12]=[C:13]([CH2:17][NH:18][C:19](=[O:45])[NH:20][C:21]4[CH:22]=[CH:23][C:24]([CH3:44])=[C:25]([CH:43]=4)[O:26][C:27](=[O:42])[CH2:28][N:29]4CCN(C(OC(C)(C)C)=O)CC4)[CH:14]=3)[C:9]2=[O:46])[CH2:6][CH2:5][C:4](=[O:47])[NH:3]1.[ClH:48]>C(Cl)Cl.CCOCC>[ClH:48].[NH2:29][CH2:28][C:27]([O:26][C:25]1[CH:43]=[C:21]([NH:20][C:19]([NH:18][CH2:17][C:13]2[CH:14]=[C:15]3[C:10](=[CH:11][CH:12]=2)[C:9](=[O:46])[N:8]([CH:7]2[CH2:6][CH2:5][C:4](=[O:47])[NH:3][C:2]2=[O:1])[CH2:16]3)=[O:45])[CH:22]=[CH:23][C:24]=1[CH3:44])=[O:42] |f:4.5|. Procedure details: To a mixture of tert-butyl 4-(2-(5-(3-((2-(2,6-dioxopiperidin-3-yl)-1-oxoisoindolin-5-yl)methyl)ureido)-2-methylphenoxy)-2-oxoethyl)piperazine-1-carboxylate (0.65 g, 1.0 mmol) in methylene chloride (50 mL) is added 2M HCl in ether (1 mL), and the mixture will be stirred for 24 hrs. The solid precipitate is filtered, rinsed with DCM (10 mL), and dried under vacuum to provide the product. Reactants: C(CCCCCC)[C@@H]1CC[C@H](CC1)C1=CC=C(C(=O)O)C=C1 (trans-4(4-heptylcyclohexyl)benzoic acid), COCCO[AlH2-]OCCOC.[Na+] (Vitride), [Na].[H-].COCCO[Al+]OCCOC (sodium bis-(2-methoxy-ethoxy)aluminum hydride), Cl (HCl). Run in C1=CC=CC=C1 (benzene), C1=CC=CC=C1 (benzene), C1(=CC=CC=C1)C (toluene). Reaction conditions: time 25 minute. Product: C(CCCCCC)[C@@H]1CC[C@H](CC1)C1=CC=C(C=O)C=C1 (trans-4-(4-heptylcyclohexyl)benzaldehyde), C(CCCCCC)[C@@H]1CC[C@H](CC1)C1=CC=C(CO)C=C1 (trans-4-(4-heptylcyclohexyl)benzylalcohol). As a reaction SMILES: COCCO[AlH2-]OCCOC.[Na+].[Na].[H-].COCCO[Al+]OCCOC.[CH2:26]([C@H:33]1[CH2:38][CH2:37][C@H:36]([C:39]2[CH:47]=[CH:46][C:42]([C:43](O)=[O:44])=[CH:41][CH:40]=2)[CH2:35][CH2:34]1)[CH2:27][CH2:28][CH2:29][CH2:30][CH2:31][CH3:32].Cl>C1C=CC=CC=1.C1(C)C=CC=CC=1>[CH2:26]([C@H:33]1[CH2:38][CH2:37][C@H:36]([C:39]2[CH:40]=[CH:41][C:42]([CH:43]=[O:44])=[CH:46][CH:47]=2)[CH2:35][CH2:34]1)[CH2:27][CH2:28][CH2:29][CH2:30][CH2:31][CH3:32].[CH2:26]([C@H:33]1[CH2:38][CH2:37][C@H:36]([C:39]2[CH:40]=[CH:41][C:42]([CH2:43][OH:44])=[CH:46][CH:47]=2)[CH2:35][CH2:34]1)[CH2:27][CH2:28][CH2:29][CH2:30][CH2:31][CH3:32] |f:0.1,2.3.4,^1:12|. Procedure details: Introduce 84 ml (0.3 mole) Vitride reducing agent (e.g. sodium-bis-(2-methoxy-ethoxy)aluminum hydride) and about 250 ml of dry benzene (or toluene) into 3-neck flask fitted with a condenser and air-stirrer and bring to reflux. Add dropwise in a course of 30 minutes a solution of 30 g trans-4(4-heptylcyclohexyl)benzoic acid in benzene and continue to reflux for additional 3-4 hours. Mixture is then cooled to room temperature and introduced slowly with stirring into a 20% aqueous HCl solution plus...